From a dataset of the Open Reaction Database (ORD), a public repository of structured organic reaction records. describe an organic reaction: reactants, conditions, products, and yield Reactants: C1CCOC1, O=C(O)C=Cc1cccs1. The product is O=C(O)CCc1cccs1. Reaction SMILES: [O:11]1[CH2:12][CH2:13][CH2:14][CH2:15]1.[s:1]1[c:2]([CH:6]=[CH:7][C:8](=[O:9])[OH:10])[cH:3][cH:4][cH:5]1>>[s:1]1[c:2]([CH2:6][CH2:7][C:8](=[O:9])[OH:10])[cH:3][cH:4][cH:5]1. Starting materials: ClC1=C2C(=NC=C1)C=C(S2)C(=O)N2C[C@@H](CC2)OCCOC ((3R)-(7-chloro-thieno[3,2-b]pyridin-2-yl)-[3-(2-methoxy-ethoxy)-pyrrolidin-1-yl]-methanone), CC=1NC2=CC=C(C=C2C1)N (2-methyl-1H-indol-5-ylamine). Product: COCCO[C@H]1CN(CC1)C(=O)C1=CC2=NC=CC(=C2S1)NC=1C=C2C=C(NC2=CC1)C ((3R)-[3-(2-Methoxy-ethoxy)-pyrrolidin-1-yl]-[7-(2-methyl-1H-indol-5-ylamino)-thieno[3,2-b]pyridin-2-yl]-methanone). As a reaction SMILES: Cl[C:2]1[CH:7]=[CH:6][N:5]=[C:4]2[CH:8]=[C:9]([C:11]([N:13]3[CH2:17][CH2:16][C@@H:15]([O:18][CH2:19][CH2:20][O:21][CH3:22])[CH2:14]3)=[O:12])[S:10][C:3]=12.[CH3:23][C:24]1[NH:25][C:26]2[C:31]([CH:32]=1)=[CH:30][C:29]([NH2:33])=[CH:28][CH:27]=2>>[CH3:22][O:21][CH2:20][CH2:19][O:18][C@@H:15]1[CH2:16][CH2:17][N:13]([C:11]([C:9]2[S:10][C:3]3[C:4](=[N:5][CH:6]=[CH:7][C:2]=3[NH:33][C:29]3[CH:30]=[C:31]4[C:26](=[CH:27][CH:28]=3)[NH:25][C:24]([CH3:23])=[CH:32]4)[CH:8]=2)=[O:12])[CH2:14]1. Procedure details: The title compound was prepared from (3R)-(7-chloro-thieno[3,2-b]pyridin-2-yl)-[3-(2-methoxy-ethoxy)-pyrrolidin-1-yl]-methanone and 2-methyl-1H-indol-5-ylamine by a procedure analogous to Example 1C. MS: 451.3 (MH+); HPLC Rf: 4.385 min.; HPLC purity: 97%. Product: CN(CC=1OC2=C(C1C)C=C(C=C2)[N+](=O)[O-])CCC2=CC=C(C=C2)NS(=O)(=O)C (N-Methyl-N-(3-methyl-5-nitrobenzofur-2-ylmethyl)-4methanesulphonamidophenethylamine). Reactants: CNCCC1=CC=C(C=C1)NS(=O)(=O)C (N-Methyl-4-methanesulphonamidophenethylamine), ClCC=1OC2=C(C1C)C=C(C=C2)[N+](=O)[O-] (2-chloromethyl-3-methyl-5-nitrobenzofuran). Run in C(C)O (ethanol). Reported procedure: N-Methyl-4-methanesulphonamidophenethylamine (1.66 g, 7.3 mmole) and 2-chloromethyl-3-methyl-5-nitrobenzofuran (see Preparation 7B - 0.82 g, 3.6 mmole) were heated at reflux temperature in ethanol (20 ml) for 3 hours. The solvent was then evaporated and the residue was purified by column chromatography on silica eluting with methylene chloride/hexane (4:1) followed by methylene chloride containing methanol (0% up to 5%). The product-containing fractions were combined and evaporated, and the resi... RXN SMILES: [CH3:1][NH:2][CH2:3][CH2:4][C:5]1[CH:10]=[CH:9][C:8]([NH:11][S:12]([CH3:15])(=[O:14])=[O:13])=[CH:7][CH:6]=1.Cl[CH2:17][C:18]1[O:19][C:20]2[CH:27]=[CH:26][C:25]([N+:28]([O-:30])=[O:29])=[CH:24][C:21]=2[C:22]=1[CH3:23]>C(O)C>[CH3:1][N:2]([CH2:3][CH2:4][C:5]1[CH:6]=[CH:7][C:8]([NH:11][S:12]([CH3:15])(=[O:14])=[O:13])=[CH:9][CH:10]=1)[CH2:17][C:18]1[O:19][C:20]2[CH:27]=[CH:26][C:25]([N+:28]([O-:30])=[O:29])=[CH:24][C:21]=2[C:22]=1[CH3:23]. Starting materials: COc1ccc2[nH]c3c(c2c1)CCC3=O, CC(=O)[O-], CCO, Cl, NO, [Na+], O. Product: COc1ccc2[nH]c3c(c2c1)CCC3=NO. Reaction SMILES: [CH3:1][O:2][c:3]1[cH:4][c:5]2[c:6]3[c:7]([nH:8][c:9]2[cH:10][cH:11]1)[C:12](=[O:15])[CH2:13][CH2:14]3.[CH3:20][C:21](=[O:22])[O-:23].[CH3:24][CH2:25][OH:26].[ClH:16].[NH2:17][OH:18].[Na+:19].[OH2:27]>>[CH3:1][O:2][c:3]1[cH:4][c:5]2[c:6]3[c:7]([nH:8][c:9]2[cH:10][cH:11]1)[C:12](=[N:17][OH:18])[CH2:13][CH2:14]3. Product: Cc1ccc2ccc(-c3ccccc3)nc2c1. Reaction SMILES: [CH:19]([Cl:20])([Cl:21])[Cl:22].[O:23]=[Mn:24]=[O:25].[c:1]1(-[c:7]2[n:8][c:9]3[cH:10][c:11]([CH:17]=[O:18])[cH:12][cH:13][c:14]3[cH:15][cH:16]2)[cH:2][cH:3][cH:4][cH:5][cH:6]1>>[c:1]1(-[c:7]2[n:8][c:9]3[cH:10][c:11]([CH3:17])[cH:12][cH:13][c:14]3[cH:15][cH:16]2)[cH:2][cH:3][cH:4][cH:5][cH:6]1. Reactants: ClC(Cl)Cl, O=[Mn]=O, O=Cc1ccc2ccc(-c3ccccc3)nc2c1. The reactants are FC(F)(F)c1cc(Br)c2cc[nH]c2c1, [Li]CCCC, CN(C)C=O, C1CCOC1. The product is O=Cc1cc(C(F)(F)F)cc2[nH]ccc12. Reaction SMILES: [Br:1][c:2]1[c:3]2[cH:4][cH:5][nH:6][c:7]2[cH:8][c:9]([C:11]([F:12])([F:13])[F:14])[cH:10]1.[CH2:15]([Li:16])[CH2:17][CH2:18][CH3:19].[CH3:20][N:21]([CH:22]=[O:23])[CH3:24].[O:25]1[CH2:26][CH2:27][CH2:28][CH2:29]1>>[c:2]1([CH:22]=[O:23])[c:3]2[cH:4][cH:5][nH:6][c:7]2[cH:8][c:9]([C:11]([F:12])([F:13])[F:14])[cH:10]1. RXN SMILES: C([C:3]1[CH:25]=[CH:24][C:6]([C:7]([NH:9][C:10]2[CH:15]=[CH:14][CH:13]=[CH:12][C:11]=2[NH:16][C:17](=[O:23])[O:18][C:19]([CH3:22])([CH3:21])[CH3:20])=[O:8])=[CH:5][CH:4]=1)=O.COC1C=C(OC)C=CC=1[CH2:30][NH2:31].[CH3:38][O:39][C:40]1[CH:45]=[CH:44][C:43]([N+:46]#[C-:47])=[CH:42][CH:41]=1.[C:48]([OH:56])(=O)[C:49]1[CH:54]=[CH:53][CH:52]=[CH:51][CH:50]=1.C([OH:62])C(F)(F)F>>[C:48]([NH:31][CH:30]([C:3]1[CH:4]=[CH:5][C:6]([C:7]([NH:9][C:10]2[CH:15]=[CH:14][CH:13]=[CH:12][C:11]=2[NH:16][C:17](=[O:23])[O:18][C:19]([CH3:20])([CH3:21])[CH3:22])=[O:8])=[CH:24][CH:25]=1)[C:47]([NH:46][C:43]1[CH:44]=[CH:45][C:40]([O:39][CH3:38])=[CH:41][CH:42]=1)=[O:62])(=[O:56])[C:49]1[CH:54]=[CH:53][CH:52]=[CH:51][CH:50]=1. The product is C(C1=CC=CC=C1)(=O)NC(C(=O)NC1=CC=C(C=C1)OC)C1=CC=C(C(=O)NC2=C(C=CC=C2)NC(OC(C)(C)C)=O)C=C1 (tert-butyl {2-[(4-{1-(benzoylamino)-2-[(4-methoxyphenyl)amino]-2-oxoethyl}benzoyl)amino]phenyl}carbamate). Run at temperature 50 celsius. Starting materials: C(=O)C1=CC=C(C(=O)NC2=C(C=CC=C2)NC(OC(C)(C)C)=O)C=C1 (tert-butyl {2-[(4-formylbenzoyl)amino]phenyl}carbamate), COC1=C(CN)C=CC(=C1)OC (2,4-dimethoxybenzylamine), COC1=CC=C(C=C1)[N+]#[C-] (4-methoxyphenylisocyanide), C(C1=CC=CC=C1)(=O)O (benzoic acid), C(C(F)(F)F)O (trifluoroethanol). Procedure details: The compound from Step A above (50 mg, 0.147 mmol), 2,4-dimethoxybenzylamine (26.5 mL, 0.176 mmol), 4-methoxyphenylisocyanide (19.6 mg, 0.147 mmol), and benzoic acid (17.9 mg, 0.147 mmol) were dissolved in 50 μL of trifluoroethanol (TFE) and heated at 50° C. for 3 h. The solution was purified by flash chromatography (12-100% EtOAc in hexanes) to give tert-butyl {2-[(4-{1-(benzoylamino)-2-[(4-methoxyphenyl)amino]-2-oxoethyl}benzoyl)amino]phenyl}carbamate, which was dissolved in 1 mL of CH2Cl2 and...